This data is from the Open Reaction Database (ORD), a public repository of structured organic reaction records. The task is: describe an organic reaction: reactants, conditions, products, and yield The reactants are BrC1=CC(=C(N)C=C1)C (4-Bromo-2-methylaniline), C(=O)NC(C(=O)OCC)C(=O)[O-] (mono-ethyl formamidomalonate), C1(CCCCC1)N=C=NC1CCCCC1 (1,3-dicyclohexylcarbodiimide). Yields the product BrC1=CC(=C(C=C1)NC(C(C(=O)OCC)NC=O)=O)C (ethyl 3-[(4-bromo-2-methylphenyl)amino]-2-formamido-3-oxopropanoate). The yield is 18.8%. RXN SMILES: [Br:1][C:2]1[CH:8]=[CH:7][C:5]([NH2:6])=[C:4]([CH3:9])[CH:3]=1.[CH:10]([NH:12][CH:13]([C:19]([O-])=[O:20])[C:14]([O:16][CH2:17][CH3:18])=[O:15])=[O:11].C1(N=C=NC2CCCCC2)CCCCC1>>[Br:1][C:2]1[CH:8]=[CH:7][C:5]([NH:6][C:19](=[O:20])[CH:13]([NH:12][CH:10]=[O:11])[C:14]([O:16][CH2:17][CH3:18])=[O:15])=[C:4]([CH3:9])[CH:3]=1. Reported procedure: 4-Bromo-2-methylaniline (1.48 grams, 0.008 mole), mono-ethyl formamidomalonate (1.39 grams, 0.008 mole), prepared in Part A of this Example, and 1,3-dicyclohexylcarbodiimide (1.64 grams, 0.008 mole) were reacted in a manner similar to that described in Example LVII to give 0.53 gram (0.0015 mole) of ethyl 3-[(4-bromo-2-methylphenyl)amino]-2-formamido-3-oxopropanoate as white crystals having a melting point of 174.5° C.-176° C. Elemental analysis of the product indicated the following: The reactants are ClC1=CC=C(C=C1)C1CC(C2=CC(=CC=C12)O)=O (3-(4-Chlorophenyl)-2,3-dihydro-6-hydroxyinden-1-one), OC1=CC=C2C(CC(C2=C1)=O)C1=CC=CC=C1 (2,3-dihydro-6-hydroxy-3-phenylinden-1-one). Conditions: time 1.5 hour. Yields the product C(C)(=O)OC=1C=C2C(CC(C2=CC1)C1=CC=C(C=C1)Cl)=O (1-(4-Chlorophenyl)-2,3-dihydro-3-oxo-1H-inden-5-yl acetate). Isolated yield 99.0%. RXN SMILES: [Cl:1][C:2]1[CH:7]=[CH:6][C:5]([CH:8]2[C:16]3[C:11](=[CH:12][C:13]([OH:17])=[CH:14][CH:15]=3)[C:10](=[O:18])[CH2:9]2)=[CH:4][CH:3]=1.[OH:19][C:20]1C=C2C(C(C3C=CC=CC=3)CC2=O)=C[CH:21]=1>>[C:20]([O:17][C:13]1[CH:12]=[C:11]2[C:16](=[CH:15][CH:14]=1)[CH:8]([C:5]1[CH:4]=[CH:3][C:2]([Cl:1])=[CH:7][CH:6]=1)[CH2:9][C:10]2=[O:18])(=[O:19])[CH3:21]. Reported procedure: The procedure of Step 3 of Example 1 was repeated except for using 3-(4-chlorophenyl)-2,3-dihydro-6-hydroxyinden-1-one obtained in Step 2 as a starting material instead of 2,3-dihydro-6-hydroxy-3-phenylinden-1-one and being stirred for 1.5 h to obtain the title compound (99%). Reactants: ClC1=NC2=CC=C(C=C2C=C1C(=O)O)Cl (2,6-dichloroquinoline-3-carboxylic acid), NC(C(=O)O)CC1=CC=C(C=C1)NC1=CC=NC2=CC(=CC=C12)Cl (2-amino-3-[4-(7-chloro-quinolin-4-ylamino)-phenyl]-propionic acid). Yields the product C(=O)(O)C(CC1=CC=C(C=C1)NC1=CC=NC2=CC(=CC=C12)Cl)NC1=NC2=CC=C(C=C2C=C1C(=O)O)Cl (2-{1-Carboxy-2-[4-(7-chloro-quinolin-4-ylamino)-phenyl]-ethylamino}-6-chloro-quinoline-3-carboxylic acid). Reaction SMILES: Cl[C:2]1[C:11]([C:12]([OH:14])=[O:13])=[CH:10][C:9]2[C:4](=[CH:5][CH:6]=[C:7]([Cl:15])[CH:8]=2)[N:3]=1.[NH2:16][CH:17]([CH2:21][C:22]1[CH:27]=[CH:26][C:25]([NH:28][C:29]2[C:38]3[C:33](=[CH:34][C:35]([Cl:39])=[CH:36][CH:37]=3)[N:32]=[CH:31][CH:30]=2)=[CH:24][CH:23]=1)[C:18]([OH:20])=[O:19]>>[C:18]([CH:17]([NH:16][C:2]1[C:11]([C:12]([OH:14])=[O:13])=[CH:10][C:9]2[C:4](=[CH:5][CH:6]=[C:7]([Cl:15])[CH:8]=2)[N:3]=1)[CH2:21][C:22]1[CH:23]=[CH:24][C:25]([NH:28][C:29]2[C:38]3[C:33](=[CH:34][C:35]([Cl:39])=[CH:36][CH:37]=3)[N:32]=[CH:31][CH:30]=2)=[CH:26][CH:27]=1)([OH:20])=[O:19]. Procedure details: In close analogy to the procedure described in Example 104b, 2,6-dichloroquinoline-3-carboxylic acid is reacted with 2-amino-3-[4-(7-chloro-quinolin-4-ylamino)-phenyl]-propionic acid (prepared by reaction of 2-amino-3-(4-aminophenyl)-propionic acid with 4,7-dichloro-quinoline as in Example 104a) to provide the title compound in good yield. Starting materials: C1CCOC1, Cl, [Na+], [OH-], COC(=O)c1ccc(NC(=O)c2ccc(-c3ccccc3)cc2)cc1. Product: O=C(O)c1ccc(NC(=O)c2ccc(-c3ccccc3)cc2)cc1. As a reaction SMILES: [CH2:28]1[O:29][CH2:30][CH2:31][CH2:32]1.[ClH:33].[Na+:27].[OH-:26].[c:1]1(-[c:20]2[cH:21][cH:22][cH:23][cH:24][cH:25]2)[cH:2][cH:3][c:4]([C:7](=[O:8])[NH:9][c:10]2[cH:11][cH:12][c:13]([C:14](=[O:15])[O:16][CH3:17])[cH:18][cH:19]2)[cH:5][cH:6]1>>[c:1]1(-[c:20]2[cH:21][cH:22][cH:23][cH:24][cH:25]2)[cH:2][cH:3][c:4]([C:7](=[O:8])[NH:9][c:10]2[cH:11][cH:12][c:13]([C:14](=[O:15])[OH:16])[cH:18][cH:19]2)[cH:5][cH:6]1.